From a dataset of the Open Reaction Database (ORD), a public repository of structured organic reaction records. describe an organic reaction: reactants, conditions, products, and yield Procedure details: 217 mg of compound 8 was obtained in a similar manner to those described in the Examples 1 and 2 using 701 mg of ethyl 4-(2-aminophenoxy)butyrate and 470 mg of 3-(1-heptylindol-5 -yl)isocrotonic acid obtained according to the procedures described in the Reference Examples 1-4. RXN SMILES: [NH2:1][C:2]1[CH:16]=[CH:15][CH:14]=[CH:13][C:3]=1[O:4][CH2:5][CH2:6][CH2:7][C:8]([O:10]CC)=[O:9].[CH2:17]([N:24]1[C:32]2[C:27](=[CH:28][C:29](/[C:33](/[CH3:38])=[CH:34]/[C:35](O)=[O:36])=[CH:30][CH:31]=2)[CH:26]=[CH:25]1)[CH2:18][CH2:19][CH2:20][CH2:21][CH2:22][CH3:23]>>[CH2:17]([N:24]1[C:32]2[C:27](=[CH:28][C:29](/[C:33](/[CH3:38])=[CH:34]/[C:35]([NH:1][C:2]3[CH:16]=[CH:15][CH:14]=[CH:13][C:3]=3[O:4][CH2:5][CH2:6][CH2:7][C:8]([OH:10])=[O:9])=[O:36])=[CH:30][CH:31]=2)[CH:26]=[CH:25]1)[CH2:18][CH2:19][CH2:20][CH2:21][CH2:22][CH3:23]. Starting materials: compound 8, NC1=C(OCCCC(=O)OCC)C=CC=C1 (ethyl 4-(2-aminophenoxy)butyrate), C(CCCCCC)N1C=CC2=CC(=CC=C12)/C(=C/C(=O)O)/C (3-(1-heptylindol-5 -yl)isocrotonic acid). Yields the product C(CCCCCC)N1C=CC2=CC(=CC=C12)/C(=C/C(=O)NC1=C(OCCCC(=O)O)C=CC=C1)/C (4-{2-[3-(1-heptylindol-5yl)isocrotonoylamino]phenoxy}butyric acid). Starting materials: C(C)OP(OCC)(=O)CC=1C(=NC=CC1)NC(CCC1=CC=CC=C1)=O (diethyl[[2-[(3-phenylpropionyl)amino]-3-pyridyl]methyl]phosphonate), C(C)(C)(C)O[K] (tert-butoxy potassium). The solvent is C1(=CC=CC=C1)C (toluene), O1CCCC1 (tetrahydrofuran). Run at temperature 90 celsius, time 1 hour. Yields the product C1(=CC=CC=C1)CCC1=CC=2C(=NC=CC2)N1 (2-(2-phenylethyl)-1H-pyrrolo[2,3-b]pyridine). The yield is 25.2%. RXN SMILES: C(OP([CH2:9][C:10]1[C:11]([NH:16][C:17](=O)[CH2:18][CH2:19][C:20]2[CH:25]=[CH:24][CH:23]=[CH:22][CH:21]=2)=[N:12][CH:13]=[CH:14][CH:15]=1)(=O)OCC)C.C(O[K])(C)(C)C>C1(C)C=CC=CC=1.O1CCCC1>[C:20]1([CH2:19][CH2:18][C:17]2[NH:16][C:11]3=[N:12][CH:13]=[CH:14][CH:15]=[C:10]3[CH:9]=2)[CH:21]=[CH:22][CH:23]=[CH:24][CH:25]=1. Procedure details: To a solution of diethyl[[2-[(3-phenylpropionyl)amino]-3-pyridyl]methyl]phosphonate (13.56 g, 36.03 mmol) in toluene (150 mL) was added a suspension of tert-butoxy potassium (11.41 g, 86.47 mmol) in tetrahydrofuran (86.47 mL), and the resulting mixture was stirred at 90° C. for 1 hr. The reaction mixture was concentrated under reduced pressure, water was added to the residue, and the mixture was extracted with ethyl acetate. The organic layer was washed with saturated brine, dried over anhydrous... Reactants: Cc1oc(=O)[nH]c1-c1ccccc1, CC#N, O, O=P(Cl)(Cl)Cl, c1ccncc1. Yields the product Cc1oc(Cl)nc1-c1ccccc1. RXN SMILES: [CH3:1][c:2]1[c:3](-[c:8]2[cH:9][cH:10][cH:11][cH:12][cH:13]2)[nH:4][c:5](=[O:7])[o:6]1.[CH3:26][C:27]#[N:28].[OH2:25].[P:14]([Cl:15])([Cl:16])([Cl:17])=[O:18].[cH:19]1[cH:20][cH:21][n:22][cH:23][cH:24]1>>[CH3:1][c:2]1[c:3](-[c:8]2[cH:9][cH:10][cH:11][cH:12][cH:13]2)[n:4][c:5]([Cl:16])[o:6]1. RXN SMILES: [CH3:14][OH:15].[CH3:1][C:2]1([CH3:13])[C:3]([N:8]2[CH2:9][CH2:10][CH2:11][CH2:12]2)=[CH:4][C:5](=[O:7])[O:6]1.[ClH:16]>>[CH3:1][C:2]1([CH3:13])[C:3]([OH:15])=[CH:4][C:5](=[O:7])[O:6]1. The reactants are CO, CC1(C)OC(=O)C=C1N1CCCC1, Cl. Yields the product CC1(C)OC(=O)C=C1O. Starting materials: N1C=CC2=CC=CC(=C12)C(=O)O (indole-7-carboxylic acid), C(=O)(N1C=NC=C1)N1C=NC=C1 (1,1'-carbonyldiimidazole), C(C)(=O)C1=CC=C(C=C1)N1CCNCC1 (4-(4-acetylphenyl)piperazine). Run in CN(C=O)C (dimethylformamide). Conditions: time 2 hour. Yields the product C(C)(=O)C1=C(C=CC=C1)N1CCN(CC1)C(=O)C=1C=CC=C2C=CNC12 (4-(Acetylphenyl)-1-(1H-indol-7-ylcarbonyl)piperazine). Reaction SMILES: [NH:1]1[C:9]2[C:4](=[CH:5][CH:6]=[CH:7][C:8]=2[C:10]([OH:12])=O)[CH:3]=[CH:2]1.[C:13]([N:20]1[CH:24]=[CH:23][N:22]=[CH:21]1)(N1C=CN=C1)=O.[C:25]([C:28]1[CH:33]=[CH:32][C:31](N2CCNCC2)=[CH:30][CH:29]=1)(=[O:27])[CH3:26]>CN(C)C=O>[C:25]([C:28]1[CH:33]=[CH:32][CH:31]=[CH:30][C:29]=1[N:20]1[CH2:13][CH2:21][N:22]([C:10]([C:8]2[CH:7]=[CH:6][CH:5]=[C:4]3[C:9]=2[NH:1][CH:2]=[CH:3]3)=[O:12])[CH2:23][CH2:24]1)(=[O:27])[CH3:26]. Reported procedure: To a cooled solution of indole-7-carboxylic acid (3.22 g; 20 mmoles) in 30 ml dimethylformamide was added 1,1'-carbonyldiimidazole (3.24 g; 20 mmoles). This was stirred for 50 minutes at ice bath temperature at which time 4-(4-acetylphenyl)piperazine was added to the reaction. This was stirred for 2 hours at ambient temperature. The solvent was then concentrated off and the resulting oil was triturated with water and filtered to give a solid. The solid was recrystallized from methanol:waterto gi... The reactants are BrCCC(C1=CC=C(C=C1)C(C(C)(C)O)=O)C1=CC=C(C=C1)C(C(C)(C)O)=O (1-(4-{3-Bromo-1-[4-(2-hydroxy-2-methylpropionyl)phenyl]propyl}phenyl)-2-hydroxy-2-methylpropan-1-one), P(OCC)(OCC)OCC (triethyl phosphite). The product is COP(OC)(=O)CCC(C1=CC=C(C=C1)C(C(C)(O)C)=O)C1=CC=C(C=C1)C(C(C)(C)O)=O ({3,3-bis-[4-(2-hydroxy-2-methylpropionyl)phenyl]propyl}phosphonic acid dimethyl ester). Isolated yield 106.8%. RXN SMILES: Br[CH2:2][CH2:3][CH:4]([C:17]1[CH:22]=[CH:21][C:20]([C:23](=[O:28])[C:24]([OH:27])([CH3:26])[CH3:25])=[CH:19][CH:18]=1)[C:5]1[CH:10]=[CH:9][C:8]([C:11](=[O:16])[C:12]([OH:15])([CH3:14])[CH3:13])=[CH:7][CH:6]=1.[P:29]([O:36]CC)([O:33][CH2:34]C)[O:30][CH2:31]C>>[CH3:31][O:30][P:29]([CH2:2][CH2:3][CH:4]([C:17]1[CH:22]=[CH:21][C:20]([C:23](=[O:28])[C:24]([OH:27])([CH3:26])[CH3:25])=[CH:19][CH:18]=1)[C:5]1[CH:10]=[CH:9][C:8]([C:11](=[O:16])[C:12]([CH3:14])([OH:15])[CH3:13])=[CH:7][CH:6]=1)(=[O:36])[O:33][CH3:34]. Procedure details: 1-(4-{3-Bromo-1-[4-(2-hydroxy-2-methylpropionyl)phenyl]propyl}phenyl)-2-hydroxy-2-methylpropan-1-one (5.0 g, 0.0112 moles) is reacted with 4.6 grams of triethyl phosphite following the procedure of Example 23 to give 5.7 g (98% yield) of {3,3-bis-[4-(2-hydroxy-2-methylpropionyl)phenyl]propyl}phosphonic acid dimethyl ester, a yellow oil. The ester is reacted with trimethylsilyl bromide in chloroform and methanol, following the procedure of Example 22, to give 5.0 g of the title compound, an amorp... Starting materials: FC1=C(C=C(C=C1)C=1C=C(C=C2C=CC=NC12)C(C)C)C=CC1=CC=C(C=C1)S(=O)(=O)C (8-{4-fluoro-3-[2-(4-methanesulfonyl-phenyl)-vinyl]-phenyl}-6-isopropyl-quinoline), phenylsulfonyl hydrazide. Run in C1(=CC=CC=C1)C (toluene). Reaction conditions: temperature 100 celsius. Yields the product FC1=C(C=C(C=C1)C=1C=C(C=C2C=CC=NC12)C(C)C)CCC1=CC=C(C=C1)S(=O)(=O)C (8-{4-fluoro-3-[2-(4-methanesulfonyl-phenyl)-ethyl]-phenyl}-6-isopropyl-quinoline). RXN SMILES: [F:1][C:2]1[CH:7]=[CH:6][C:5]([C:8]2[CH:9]=[C:10]([CH:18]([CH3:20])[CH3:19])[CH:11]=[C:12]3[C:17]=2[N:16]=[CH:15][CH:14]=[CH:13]3)=[CH:4][C:3]=1[CH:21]=[CH:22][C:23]1[CH:28]=[CH:27][C:26]([S:29]([CH3:32])(=[O:31])=[O:30])=[CH:25][CH:24]=1>C1(C)C=CC=CC=1>[F:1][C:2]1[CH:7]=[CH:6][C:5]([C:8]2[CH:9]=[C:10]([CH:18]([CH3:19])[CH3:20])[CH:11]=[C:12]3[C:17]=2[N:16]=[CH:15][CH:14]=[CH:13]3)=[CH:4][C:3]=1[CH2:21][CH2:22][C:23]1[CH:24]=[CH:25][C:26]([S:29]([CH3:32])(=[O:31])=[O:30])=[CH:27][CH:28]=1. Procedure details: A solution of 8-{4-fluoro-3-[2-(4-methanesulfonyl-phenyl)-vinyl]-phenyl}-6-isopropyl-quinoline from Step 4 (200 mg, 0.45 mmol) and polymer supported phenylsulfonyl hydrazide (1.0 g) in toluene (10 mL) was heated at 100° C. for 18 h. The resulting mixture was cooled at 21° C., filtered and the solvent evaporated. Purification by flash chromatography (eluting with hexane/ethyl acetate, 70:30 to 40:60) provided the 8-{4-fluoro-3-[2-(4-methanesulfonyl-phenyl)-ethyl]-phenyl}-6-isopropyl-quinoline com... The reactants are C1(=CC=CC=C1)C1=NNC2=CC=CC=C12 (3-phenylindazole), Cl.C(C)N(CC)CCCl (diethylaminoethyl chloride hydrochloride). The product is Cl.C(C)N(C(C)C1=C2C(=NNC2=CC=C1)C1=CC=CC=C1)CC (1-diethylaminoethyl-3-phenylindazole hydrochloride). The yield is 30.4%. As a reaction SMILES: [C:1]1([C:7]2[C:15]3[C:10](=[CH:11][CH:12]=[CH:13][CH:14]=3)[NH:9][N:8]=2)[CH:6]=[CH:5][CH:4]=[CH:3][CH:2]=1.Cl.[CH2:17]([N:19]([CH2:22][CH2:23][Cl:24])[CH2:20][CH3:21])[CH3:18]>>[ClH:24].[CH2:17]([N:19]([CH2:22][CH3:23])[CH:20]([C:14]1[CH:13]=[CH:12][CH:11]=[C:10]2[C:15]=1[C:7]([C:1]1[CH:2]=[CH:3][CH:4]=[CH:5][CH:6]=1)=[N:8][NH:9]2)[CH3:21])[CH3:18] |f:1.2,3.4|. Procedure details: By the procedure similar to that described in Example 1, 3-phenylindazole (3.88 g) and diethylaminoethyl chloride hydrochloride (5.16 g) were treated to obtain 2.0 g of 1-diethylaminoethyl-3-phenylindazole hydrochloride (m.p. 114°-118° C). Starting materials: BrC(C(CC(=O)OC)=O)C (methyl 4-bromo-3-oxo-pentanoate), C(C1=CC=CC=C1)(=S)N (thiobenzamide), Intermediate 42. The product is COC(CC=1N=C(SC1C)C1=CC=CC=C1)=O (5-methyl-2-phenyl4-thiazoleacetic acid methyl ester). Isolated yield 70.0%. As a reaction SMILES: Br[CH:2]([CH3:10])[C:3](=O)[CH2:4][C:5]([O:7][CH3:8])=[O:6].[C:11]([NH2:19])(=[S:18])[C:12]1[CH:17]=[CH:16][CH:15]=[CH:14][CH:13]=1>>[CH3:8][O:7][C:5](=[O:6])[CH2:4][C:3]1[N:19]=[C:11]([C:12]2[CH:17]=[CH:16][CH:15]=[CH:14][CH:13]=2)[S:18][C:2]=1[CH3:10]. Procedure details: The title compound (827 mg) was prepared from 1.0 g (4.78 mmol) of methyl 4-bromo-3-oxo-pentanoate and 2.6 g (19.14 mmol) of thiobenzamide according to the method of Intermediate 42 followed by purification via silica gel flash column chromatography using hexanes/EtOAc (3:1) as eluent: low resolution MS (ES) m/e 270 (MNa+), 248 (MH+). The reactants are [OH-].[Na+] (sodium hydroxide), O (water), [H-].[Al+3].[Li+].[H-].[H-].[H-] (lithium aluminium hydride), resultant crude product, N1C=CC2=CC(=CC=C12)C(=O)O (indole-5-carboxylic acid), [H-].[Al+3].[Li+].[H-].[H-].[H-] (lithium aluminium hydride), O (water). Run in C(C)(=O)OCC (ethyl acetate), O1CCCC1 (tetrahydrofuran), CCCCCC (hexane), O1CCCC1 (tetrahydrofuran), O1CCCC1 (tetrahydrofuran). Reaction conditions: time 1 hour. The product is N1C=CC2=CC(=CC=C12)CO ((1H-Indol-5-yl)-methanol). Reaction SMILES: [NH:1]1[C:9]2[C:4](=[CH:5][C:6]([C:10](O)=[O:11])=[CH:7][CH:8]=2)[CH:3]=[CH:2]1.[H-].[Al+3].[Li+].[H-].[H-].[H-].O.[OH-].[Na+]>O1CCCC1.CCCCCC.C(OCC)(=O)C>[NH:1]1[C:9]2[C:4](=[CH:5][C:6]([CH2:10][OH:11])=[CH:7][CH:8]=2)[CH:3]=[CH:2]1 |f:1.2.3.4.5.6,8.9|. Procedure details: To a mechanically stirred solution of indole-5-carboxylic acid (26.3 g, 163 mmol) in tetrahydrofuran (600 mL), was added a solution of lithium aluminium hydride 1.0M in tetrahydrofuran (200 mL, 200 mmol) drop wise at ambient temperature. A solution of lithium aluminium hydride 2.0M in tetrahydrofuran (22 mL, 44 mmol) was added drop wise at ambient temperature, and then the reaction mixture was carefully heated up to reflux and held there for 1 hour. The reaction mixture was cooled to ambient tem...